From a dataset of the Open Reaction Database (ORD), a public repository of structured organic reaction records. describe an organic reaction: reactants, conditions, products, and yield Reactants: C[O-].[Na+] (Sodium methoxide), C(=O)(OC(C)(C)C)N1C2C=CC(C1=O)C2 ((−)-N-Boc 2-azabicyclo[2.2.1]hept-5-en-3-one). Run in CO (methanol), CO (methanol). Conditions: time 30 minute. Yields the product COC(=O)C1=CC[C@@H](C1)NC(=O)OC(C)(C)C ((4S)-4-tert-butoxycarbonylaminocyclopent-1-enecarboxylic acid methyl ester). Yield: 75.0%. Reaction SMILES: [CH3:1][O-:2].[Na+].[C:4]([N:11]1[C:16](=[O:17])[CH:15]2[CH2:18][CH:12]1[CH:13]=[CH:14]2)([O:6][C:7]([CH3:10])([CH3:9])[CH3:8])=[O:5]>CO>[CH3:1][O:2][C:16]([C:15]1[CH2:18][C@@H:12]([NH:11][C:4]([O:6][C:7]([CH3:10])([CH3:9])[CH3:8])=[O:5])[CH2:13][CH:14]=1)=[O:17] |f:0.1|. Procedure details: Sodium methoxide (8.23 ml of a 25% wt solution in methanol, 0.05 mol eq) was added dropwise to a stirred solution of (−)-N-Boc 2-azabicyclo[2.2.1]hept-5-en-3-one (150 g, 0.72 mol) in methanol (750 ml) at 0° C. After 30 minutes, the reaction was warmed to room temperature. After 60 h, the reaction was quenched with acetic acid and concentrated to dryness. The residue was redissolved in dichloromethane (700 ml) and washed with water (300 ml), saturated sodium hydrogen carbonate (300 ml) and brine ... The reactants are COC(C1=CC=C(C(=O)OC)C=C1)=O (terephthalic acid dimethyl ester), O[Li].O (LiOH.H2O), C(C1=CC=C(C(=O)Cl)C=C1)(=O)Cl (terephthaloyl chloride). Run in CO (methanol), ClCCl (dichloromethane), CO (methanol). Conditions: time 1.5 hour. Product: COC(C1=CC=C(C(=O)O)C=C1)=O (Terephthalic acid monomethyl ester). Reaction SMILES: C(Cl)(=O)C1C=CC(C(Cl)=O)=CC=1.[CH3:13][O:14][C:15](=[O:26])[C:16]1[CH:25]=[CH:24][C:19]([C:20]([O:22]C)=[O:21])=[CH:18][CH:17]=1.O[Li].O>ClCCl.CO>[CH3:13][O:14][C:15](=[O:26])[C:16]1[CH:25]=[CH:24][C:19]([C:20]([OH:22])=[O:21])=[CH:18][CH:17]=1 |f:2.3|. Procedure: A solution of 20.3 g (100 mmol) terephthaloyl chloride in 100 ml dichloromethane was added to 100 ml anhydrous methanol at 0° C. The reaction was left 1.5 h at rt. The reaction mixture was evaporated and the residue was dissolved dichloromethane. The organic phase was washed with saturated NaHCO3 aq. The organic phase was dried and evaporated. Yield 18.3 g (94.2 mmol, 94%). A solution of 18.3 g (94.2 mmol) of terephthalic acid dimethyl ester and 3.96 g (94.2 mmol) LiOH.H2O in anhydrous methanol ... Reactants: CCO, CCOC(=O)N1CCN(c2c(F)cc([N+](=O)[O-])c(NC3CC3)c2COC)CC1, O. Product: COCc1c(NC2CC2)c([N+](=O)[O-])cc(F)c1N1CCN(C)CC1. RXN SMILES: [CH2:30]([OH:31])[CH3:32].[CH:1]1([NH:4][c:5]2[c:6]([CH2:26][O:27][CH3:28])[c:7]([N:15]3[CH2:16][CH2:17][N:18]([C:21]([O:22][CH2:23][CH3:24])=[O:25])[CH2:19][CH2:20]3)[c:8]([F:14])[cH:9][c:10]2[N+:11](=[O:12])[O-:13])[CH2:2][CH2:3]1.[OH2:29]>>[CH:1]1([NH:4][c:5]2[c:6]([CH2:26][O:27][CH3:28])[c:7]([N:15]3[CH2:16][CH2:17][N:18]([CH3:21])[CH2:19][CH2:20]3)[c:8]([F:14])[cH:9][c:10]2[N+:11](=[O:12])[O-:13])[CH2:2][CH2:3]1. The reactants are ClCCl, O=C(O)C(F)(F)F, CCCCOC(=O)C1(c2ccc(-n3cccn3)cc2)CC1. The product is O=C(O)C1(c2ccc(-n3cccn3)cc2)CC1. As a reaction SMILES: [CH2:29]([Cl:30])[Cl:31].[OH:1][C:2]([C:3]([F:4])([F:5])[F:6])=[O:7].[n:8]1(-[c:13]2[cH:14][cH:15][c:16]([C:19]3([C:22](=[O:23])[O:24][CH2:25][CH2:26][CH2:27][CH3:28])[CH2:20][CH2:21]3)[cH:17][cH:18]2)[n:9][cH:10][cH:11][cH:12]1>>[n:8]1(-[c:13]2[cH:14][cH:15][c:16]([C:19]3([C:22](=[O:23])[OH:24])[CH2:20][CH2:21]3)[cH:17][cH:18]2)[n:9][cH:10][cH:11][cH:12]1. The reactants are CCOC(C)=O, CC1CCCC(C)C1Oc1ccc2c(n1)OCCN(C(=O)OC(C)(C)C)C2, Cl. The product is CC1CCCC(C)C1Oc1ccc2c(n1)OCCNC2, Cl. As a reaction SMILES: [C:28]([O:29][CH2:30][CH3:31])(=[O:32])[CH3:33].[CH3:1][CH:2]1[CH:3]([O:9][c:10]2[cH:11][cH:12][c:13]3[c:19]([n:20]2)[O:18][CH2:17][CH2:16][N:15]([C:21]([O:22][C:23]([CH3:24])([CH3:25])[CH3:26])=[O:27])[CH2:14]3)[CH:4]([CH3:8])[CH2:5][CH2:6][CH2:7]1.[ClH:34]>>[CH3:1][CH:2]1[CH:3]([O:9][c:10]2[cH:11][cH:12][c:13]3[c:19]([n:20]2)[O:18][CH2:17][CH2:16][NH:15][CH2:14]3)[CH:4]([CH3:8])[CH2:5][CH2:6][CH2:7]1.[ClH:34]. Reactants: FC=1C=NC=CC1C=1C(=NC(=C(C1)N)N)C=1C=NC=CC1 (3″-Fluoro-3,2′:3′,4″-terpyridine-5′,6′-diamine), Intermediate, FC1=CC=C(C(=O)Cl)C=C1 (4-fluorobenzoyl chloride). Solvent: N1=CC=CC=C1 (pyridine). Conditions: temperature 140 celsius, time 48 hour. The product is FC1=CC=C(C=C1)C1=NC=2C(=NC(=C(C2)C2=C(C=NC=C2)F)C=2C=NC=CC2)N1 (2-(4-Fluorophenyl)-6-(3-fluoropyridin-4-yl)-5-pyridin-3-yl-3H-imidazo[4,5-b]pyridine). Yield: 65.3%. RXN SMILES: [F:1][C:2]1[CH:3]=[N:4][CH:5]=[CH:6][C:7]=1[C:8]1[C:9]([C:16]2[CH:17]=[N:18][CH:19]=[CH:20][CH:21]=2)=[N:10][C:11]([NH2:15])=[C:12]([NH2:14])[CH:13]=1.[F:22][C:23]1[CH:31]=[CH:30][C:26]([C:27](Cl)=O)=[CH:25][CH:24]=1>N1C=CC=CC=1>[F:22][C:23]1[CH:31]=[CH:30][C:26]([C:27]2[NH:15][C:11]3=[N:10][C:9]([C:16]4[CH:17]=[N:18][CH:19]=[CH:20][CH:21]=4)=[C:8]([C:7]4[CH:6]=[CH:5][N:4]=[CH:3][C:2]=4[F:1])[CH:13]=[C:12]3[N:14]=2)=[CH:25][CH:24]=1. Procedure: 3″-Fluoro-3,2′:3′,4″-terpyridine-5′,6′-diamine (Intermediate 1,158 mg, 0.56 mmol), 4-fluorobenzoyl chloride (73.0 μL, 0.62 mmol) and pyridine (ca. 4 mL) were placed in a sealed tube. The solution was initially heated at 140° C. for 48 h and afterwards, at 160° C. for another 48 h. Then, the reaction mixture was cooled to room temperature, the pyridine was removed in vacuo, and the crude oil was purified by flash column chromatography (CH2Cl2/EtOH, 95:5) affording the title compound as a white so...